Dataset: the Open Reaction Database (ORD), a public repository of structured organic reaction records. Task: describe an organic reaction: reactants, conditions, products, and yield Reactants: [Al+3], COc1ccc(CC(CCC2(CCc3ccc(F)cc3)OCCO2)[N+](=O)[O-])cc1OC, [H-], [H-], [H-], [H-], [Li+], [Na+], [Na+], O=S(=O)([O-])[O-], C1CCOC1. As a reaction SMILES: [Al+3:2].[CH2:7]1[CH2:8][O:9][C:10]([CH2:11][CH2:12][CH:13]([CH2:14][c:15]2[cH:16][c:17]([O:23][CH3:24])[c:18]([O:21][CH3:22])[cH:19][cH:20]2)[N+:25]([O-:26])=[O:27])([CH2:28][CH2:29][c:30]2[cH:31][cH:32][c:33]([F:36])[cH:34][cH:35]2)[O:37]1.[H-:1].[H-:4].[H-:5].[H-:6].[Li+:3].[Na+:38].[Na+:39].[O-:40][S:41]([O-:42])(=[O:43])=[O:44].[O:45]1[CH2:46][CH2:47][CH2:48][CH2:49]1>>[CH2:7]1[CH2:8][O:9][C:10]([CH2:11][CH2:12][CH:13]([CH2:14][c:15]2[cH:16][c:17]([O:23][CH3:24])[c:18]([O:21][CH3:22])[cH:19][cH:20]2)[NH2:25])([CH2:28][CH2:29][c:30]2[cH:31][cH:32][c:33]([F:36])[cH:34][cH:35]2)[O:37]1. Yields the product COc1ccc(CC(N)CCC2(CCc3ccc(F)cc3)OCCO2)cc1OC. The reactants are COC(=O)c1ccccc1Br, CN(C)C=O, O=Cc1ccc(OB(O)O)cc1, [K+], [K+], [K+], O=P([O-])([O-])[O-], c1ccc(P(c2ccccc2)(c2ccccc2)[Pd](P(c2ccccc2)(c2ccccc2)c2ccccc2)(P(c2ccccc2)(c2ccccc2)c2ccccc2)P(c2ccccc2)(c2ccccc2)c2ccccc2)cc1. Product: COC(=O)c1ccccc1-c1ccc(C=O)cc1. As a reaction SMILES: [CH3:13][O:14][C:15]([c:16]1[c:17]([Br:22])[cH:18][cH:19][cH:20][cH:21]1)=[O:23].[CH3:32][N:33]([CH3:34])[CH:35]=[O:36].[CH:1](=[O:2])[c:3]1[cH:4][cH:5][c:6]([O:9][B:10]([OH:11])[OH:12])[cH:7][cH:8]1.[K+:29].[K+:30].[K+:31].[P:24]([O-:25])([O-:26])([O-:27])=[O:28].[cH:37]1[cH:38][cH:39][c:40]([P:41]([Pd:42]([P:43]([c:44]2[cH:45][cH:46][cH:47][cH:48][cH:49]2)([c:50]2[cH:51][cH:52][cH:53][cH:54][cH:55]2)[c:56]2[cH:57][cH:58][cH:59][cH:60][cH:61]2)([P:62]([c:63]2[cH:64][cH:65][cH:66][cH:67][cH:68]2)([c:69]2[cH:70][cH:71][cH:72][cH:73][cH:74]2)[c:75]2[cH:76][cH:77][cH:78][cH:79][cH:80]2)[P:81]([c:82]2[cH:83][cH:84][cH:85][cH:86][cH:87]2)([c:88]2[cH:89][cH:90][cH:91][cH:92][cH:93]2)[c:94]2[cH:95][cH:96][cH:97][cH:98][cH:99]2)([c:100]2[cH:101][cH:102][cH:103][cH:104][cH:105]2)[c:106]2[cH:107][cH:108][cH:109][cH:110][cH:111]2)[cH:112][cH:113]1>>[CH:1](=[O:2])[c:3]1[cH:4][cH:5][c:6](-[c:17]2[c:16]([C:15]([O:14][CH3:13])=[O:23])[cH:21][cH:20][cH:19][cH:18]2)[cH:7][cH:8]1. The reactants are COC(=O)c1cc2c3c(Cl)cc(Cl)cc3n(C)c2s1, [K+], [OH-]. Product: Cn1c2cc(Cl)cc(Cl)c2c2cc(C(=O)O)sc21. RXN SMILES: [Cl:3][c:4]1[c:5]2[c:6]3[c:7]([n:8]([CH3:14])[c:9]2[cH:10][c:11]([Cl:13])[cH:12]1)[s:15][c:16]([C:18](=[O:19])[O:20][CH3:21])[cH:17]3.[K+:2].[OH-:1]>>[Cl:3][c:4]1[c:5]2[c:6]3[c:7]([n:8]([CH3:14])[c:9]2[cH:10][c:11]([Cl:13])[cH:12]1)[s:15][c:16]([C:18](=[O:19])[OH:20])[cH:17]3. The reactants are Cl (HCl), FCCN[C@@H](C)[C@H]1CNCC1 (2-Fluoro-N—((S)-1-((R)-pyrrolidin-3-yl)ethyl)ethanamine), C(C)(C)N(CC)C(C)C (diisopropylethylamine), C1(CC1)N1C2=C(C(C3=CC(=C(C(=C13)OC)F)F)=O)C(=C(S2)C#N)O (9-cyclopropyl-6,7-difluoro-3-hydroxyl-8-methoxy-4-oxo-4,9-dihydrothieno[2,3-b]quinoline-2-carbonitrile). Run in CO (methanol), CS(=O)C (DMSO). Conditions: temperature 110 celsius. Yields the product C1(CC1)N1C2=C(C(C3=CC(=C(C(=C13)OC)N1C[C@@H](CC1)[C@H](C)NCCF)F)=O)C(=C(S2)C#N)O (9-cyclopropyl-6-fluoro-7-((R)-3-((S)-1-(2-fluoroethylamino)ethyl)pyrrolidin-1-yl)-3-hydroxyl-8-methoxy-4-oxo-4,9-dihydrothieno[2,3-b]quinoline-2-carbonitrile). The yield is 30.7%. As a reaction SMILES: [F:1][CH2:2][CH2:3][NH:4][C@H:5]([C@@H:7]1[CH2:11][CH2:10][NH:9][CH2:8]1)[CH3:6].C(N(C(C)C)CC)(C)C.[CH:21]1([N:24]2[C:33]3[C:28](=[CH:29][C:30]([F:37])=[C:31](F)[C:32]=3[O:34][CH3:35])[C:27](=[O:38])[C:26]3[C:39]([OH:44])=[C:40]([C:42]#[N:43])[S:41][C:25]2=3)[CH2:23][CH2:22]1.Cl>CS(C)=O.CO>[CH:21]1([N:24]2[C:33]3[C:28](=[CH:29][C:30]([F:37])=[C:31]([N:9]4[CH2:10][CH2:11][C@@H:7]([C@@H:5]([NH:4][CH2:3][CH2:2][F:1])[CH3:6])[CH2:8]4)[C:32]=3[O:34][CH3:35])[C:27](=[O:38])[C:26]3[C:39]([OH:44])=[C:40]([C:42]#[N:43])[S:41][C:25]2=3)[CH2:22][CH2:23]1. Procedure: 2-Fluoro-N—((S)-1-((R)-pyrrolidin-3-yl)ethyl)ethanamine (0.14 g, 0.87 mmol) and diisopropylethylamine (0.38 mL, 2.18 mmol) are added to a mixture of 9-cyclopropyl-6,7-difluoro-3-hydroxyl-8-methoxy-4-oxo-4,9-dihydrothieno[2,3-b]quinoline-2-carbonitrile (0.15 g, 0.44 mmol) in DMSO (2 mL). The reaction mixture is heated at 110° C. for 18 h, and cooled to rt. The resulting solution is purified by preparative HPLC using mass-based fraction collection to provide the desired mass only fractions. The fr... Reactants: Cc1cc(C)n2cc(CCl)nc2n1, ClCCCl, Cl, C1CCC2=NCCCN2CC1, c1ccc(P(c2ccccc2)c2ccccc2)cc1. Product: Cc1cc(C)n2cc(C[P+](c3ccccc3)(c3ccccc3)c3ccccc3)nc2n1, [Cl-]. Reaction SMILES: [Cl:2][CH2:3][c:4]1[n:5][c:6]2[n:7]([c:8]([CH3:13])[cH:9][c:10]([CH3:12])[n:11]2)[cH:14]1.[Cl:45][CH2:46][CH2:47][Cl:48].[ClH:1].[N:15]12[CH2:16][CH2:17][CH2:18][N:19]=[C:20]1[CH2:21][CH2:22][CH2:23][CH2:24][CH2:25]2.[c:26]1([P:32]([c:33]2[cH:34][cH:35][cH:36][cH:37][cH:38]2)[c:39]2[cH:40][cH:41][cH:42][cH:43][cH:44]2)[cH:27][cH:28][cH:29][cH:30][cH:31]1>>[CH2:3]([c:4]1[n:5][c:6]2[n:7]([c:8]([CH3:13])[cH:9][c:10]([CH3:12])[n:11]2)[cH:14]1)[P+:32]([c:26]1[cH:27][cH:28][cH:29][cH:30][cH:31]1)([c:33]1[cH:34][cH:35][cH:36][cH:37][cH:38]1)[c:39]1[cH:40][cH:41][cH:42][cH:43][cH:44]1.[Cl-:2]. Reactants: CN(C)C=O, O=C1CCC(=O)N1Cl, Nc1cccc2c1OCC2=O. The product is Nc1ccc(Cl)c2c1OCC2=O. RXN SMILES: [CH3:20][N:21]([CH3:22])[CH:23]=[O:24].[Cl:12][N:13]1[C:14](=[O:15])[CH2:16][CH2:17][C:18]1=[O:19].[NH2:1][c:2]1[cH:3][cH:4][cH:5][c:6]2[c:10]1[O:9][CH2:8][C:7]2=[O:11]>>[NH2:1][c:2]1[cH:3][cH:4][c:5]([Cl:12])[c:6]2[c:10]1[O:9][CH2:8][C:7]2=[O:11]. Starting materials: C(C=C)OC(=O)O[C@H](C)[C@@H]1[C@@H]2N([C@H](C(C2)=O)C(=O)OCC=C)C1=O (allyl (3R,5R,6S)-6-[(R)-1-allyloxycarbonyloxyethyl]-2-oxo-1-carbapenam-3-carboxylate), C(C)(C)N(C(C)C)CC (N,N-diisopropylethylamine), P(=O)(OC1=CC=CC=C1)(OC1=CC=CC=C1)Cl (diphenyl chlorophosphate), C(C)(C)N(C(C)C)CC (N,N-diisopropylethylamine), C(C=C)OC(=O)N1[C@@H](C[C@@H](C1)S)CO ((2S,4S)-N-allyloxycarbonyl-2-hydroxymethyl-4-mercaptopyrrolidine). The solvent is C(C)#N (acetonitrile), C(C)#N (acetonitrile). Conditions: time 30 minute. The product is C(C=C)OC(=O)N1[C@@H](C[C@@H](C1)SC=1C[C@H]2N(C1C(=O)OCC=C)C([C@@H]2[C@@H](C)OC(=O)OCC=C)=O)CO (Allyl (5R,6S)-2-[(2S,4S)-N-allyloxycarbonyl-2-hydroxymethylpyrrolidin-4-ylthio]-6-[(R)-1-allyloxycarbonyloxyethyl]-1-carbapen-2-em-3-carboxylate). The yield is 74.5%. RXN SMILES: [CH2:1]([O:4][C:5]([O:7][C@@H:8]([C@H:10]1[C:23](=[O:24])[N:12]2[C@@H:13]([C:17]([O:19][CH2:20][CH:21]=[CH2:22])=[O:18])[C:14](=O)[CH2:15][C@H:11]12)[CH3:9])=[O:6])[CH:2]=[CH2:3].C(N(CC)C(C)C)(C)C.P(Cl)(OC1C=CC=CC=1)(OC1C=CC=CC=1)=O.[CH2:51]([O:54][C:55]([N:57]1[CH2:61][C@@H:60]([SH:62])[CH2:59][C@H:58]1[CH2:63][OH:64])=[O:56])[CH:52]=[CH2:53]>C(#N)C>[CH2:51]([O:54][C:55]([N:57]1[CH2:61][C@@H:60]([S:62][C:14]2[CH2:15][C@@H:11]3[C@@H:10]([C@H:8]([O:7][C:5]([O:4][CH2:1][CH:2]=[CH2:3])=[O:6])[CH3:9])[C:23](=[O:24])[N:12]3[C:13]=2[C:17]([O:19][CH2:20][CH:21]=[CH2:22])=[O:18])[CH2:59][C@H:58]1[CH2:63][OH:64])=[O:56])[CH:52]=[CH2:53]. Reported procedure: To a solution of allyl (3R,5R,6S)-6-[(R)-1-allyloxycarbonyloxyethyl]-2-oxo-1-carbapenam-3-carboxylate (1.01 g, 3 mmol) and N,N-diisopropylethylamine (0.73 ml, 4.2 mmol) in acetonitrile (20 ml) was dropwise added diphenyl chlorophosphate (0.75-3.6 mmol) under ice-cooling, and then the mixture stirred for 30 minutes. The reaction mixture under ice-cooling was treated successively with N,N-diisopropylethylamine (0.73 μl, 4.2 mmol) and (2S,4S)-N-allyloxycarbonyl-2-hydroxymethyl-4-mercaptopyrrolidine...